Dataset: the Open Reaction Database (ORD), a public repository of structured organic reaction records. Task: describe an organic reaction: reactants, conditions, products, and yield As a reaction SMILES: [F:1][C:2]([F:18])([F:17])[CH2:3][O:4][C:5]1[CH:10]=[CH:9][C:8]([CH:11]([OH:16])[C:12]([F:15])([F:14])[F:13])=[CH:7][N:6]=1.O.Cl[O-].[Ca+2].Cl[O-]>S([O-])(O)(=O)=O.C([N+](CCCC)(CCCC)CCCC)CCC.C(Cl)Cl>[F:18][C:2]([F:1])([F:17])[CH2:3][O:4][C:5]1[CH:10]=[CH:9][C:8]([C:11](=[O:16])[C:12]([F:13])([F:14])[F:15])=[CH:7][N:6]=1 |f:2.3.4,5.6|. Reaction conditions: time 4 hour. The reagents and catalysts are S(=O)(=O)(O)[O-].C(CCC)[N+](CCCC)(CCCC)CCCC (tetrabutylammonium hydrogen sulfate). Reactants: FC(COC1=NC=C(C=C1)C(C(F)(F)F)O)(F)F (2-(2,2,2-trifluoroethoxy)-5-(2,2,2-trifluoro-1-hydroxyethyl)pyridine), O (water), O (water), Cl[O-].[Ca+2].Cl[O-] (calcium hypochlorite). The product is FC(COC1=NC=C(C=C1)C(C(F)(F)F)=O)(F)F (2-(2,2,2-Trifluoroethoxy)-5-trifluoroacetylpyridine). The solvent is C(Cl)Cl (methylene chloride). Procedure: 2.75 g (0.01 mol) of 2-(2,2,2-trifluoroethoxy)-5-(2,2,2-trifluoro-1-hydroxyethyl)pyridine and 0.18 g (0.0005 mol) of tetrabutylammonium hydrogen sulfate are dissolved in 20 ml of methylene chloride at room temperature. After addition of 4 ml of water and 1.72 g (0.012 mol) of calcium hypochlorite the mixture is stirred for 4 hours with vigorous mixing, during which the reaction temperature rises to 25 ° C. The reaction mixture is added to 50 ml of water, the phases are separated, the aqueous pha... The reactants are COc1cc2c(cc1OC)C1CC(OC(C)=O)CCC1N=C2c1ccc(OC(C)=O)cc1, CC=O. Product: COc1cc2c(cc1OC)C1CC(OC(C)=O)CCC1N=C2c1ccc(O)cc1. RXN SMILES: [C:1]([CH3:2])(=[O:3])[O:4][CH:5]1[CH2:6][CH:7]2[c:8]3[cH:9][c:10]([O:31][CH3:32])[c:11]([O:29][CH3:30])[cH:12][c:13]3[C:14]([c:19]3[cH:20][cH:21][c:22]([O:25][C:26](=[O:27])[CH3:28])[cH:23][cH:24]3)=[N:15][CH:16]2[CH2:17][CH2:18]1.[CH3:33][C:34]=[O:35]>>[C:1]([CH3:2])(=[O:3])[O:4][CH:5]1[CH2:6][CH:7]2[c:8]3[cH:9][c:10]([O:31][CH3:32])[c:11]([O:29][CH3:30])[cH:12][c:13]3[C:14]([c:19]3[cH:20][cH:21][c:22]([OH:25])[cH:23][cH:24]3)=[N:15][CH:16]2[CH2:17][CH2:18]1. Reactants: COc1ccc(Br)cc1[N+](=O)[O-], O=C([O-])[O-], C1COCCO1, CCOC(C)=O, CC(C)N1CCNCC1, [Cs+], [Cs+], N#N. Yields the product COc1ccc(N2CCN(C(C)C)CC2)cc1[N+](=O)[O-]. As a reaction SMILES: [Br:3][c:4]1[cH:5][c:6]([N+:12](=[O:13])[O-:14])[c:7]([O:10][CH3:11])[cH:8][cH:9]1.[C:15](=[O:16])([O-:17])[O-:18].[CH2:36]1[O:37][CH2:38][CH2:39][O:40][CH2:41]1.[CH3:30][CH2:31][O:32][C:33](=[O:34])[CH3:35].[CH:21]([CH3:22])([CH3:23])[N:24]1[CH2:25][CH2:26][NH:27][CH2:28][CH2:29]1.[Cs+:19].[Cs+:20].[N:1]#[N:2]>>[c:4]1([N:27]2[CH2:26][CH2:25][N:24]([CH:21]([CH3:22])[CH3:23])[CH2:29][CH2:28]2)[cH:5][c:6]([N+:12](=[O:13])[O-:14])[c:7]([O:10][CH3:11])[cH:8][cH:9]1. Reactants: BrC=1C=C2C=CC(=CC2=CC1)OS(=O)(=O)C(F)(F)F (trifluoro-methanesulfonic acid 6-bromo-naphthalen-2-yl ester), FC(S(=O)(=O)OS(=O)(=O)C(F)(F)F)(F)F (trifluoromethanesulfonic anhydride), BrC1=CC2=CC=C(C=C2C=C1)C=C (2-bromo-6-vinyl-naphthalene), CC1NCCC1 (2-methylpyrrolidine), C(CCC)[Li] (n-butyllithium), [O-]S(=O)(=O)C(F)(F)F (triflate), trifluoromethansulfonic acid ester, BrC=1C=C2C=CC(=CC2=CC1)O (6-bromo-naphthalen-2-ol), BrC1=CC2=CC=C(C=C2C=C1)C=C (2-bromo-6-vinyl-naphthalene). Reagents/catalysts: [Pd] (Pd). Yields the product BrC=1C=C2C=CC(=CC2=CC1)CCN1C(CCC1)C (1-[2-(6-bromo-naphthalen-2-yl)-ethyl]-2-methyl-pyrrolidine). RXN SMILES: [O-]S(C(F)(F)F)(=O)=O.BrC1C=C2C(=CC=1)C=C(O)C=C2.FC(F)(F)S(OS(C(F)(F)F)(=O)=O)(=O)=O.BrC1C=C2C(=CC=1)C=C(OS(C(F)(F)F)(=O)=O)C=C2.[Br:55][C:56]1[CH:65]=[CH:64][C:63]2[C:58](=[CH:59][CH:60]=[C:61]([CH:66]=[CH2:67])[CH:62]=2)[CH:57]=1.[CH3:68][CH:69]1[CH2:73][CH2:72][CH2:71][NH:70]1.C([Li])CCC>[Pd]>[Br:55][C:56]1[CH:57]=[C:58]2[C:63](=[CH:64][CH:65]=1)[CH:62]=[C:61]([CH2:66][CH2:67][N:70]1[CH2:71][CH2:72][CH2:73][CH:69]1[CH3:68])[CH:60]=[CH:59]2. Reported procedure: One process for the preparation of 2-{6-[2-(2-methyl-pyrrolidin-1-yl)-ethyl]-naphthalen-2-yl}-2H-pyridazin-3-one, which demonstrates activity as a histamine-3 receptor ligand, involves treating an inexpensive and readily available starting material, 6-bromo-naphthalen-2-ol, to afford 2-{6-[2-(2-methyl-pyrrolidin-1-yl)-ethyl]-naphthalen-2-yl}-2H-pyridazin-3-one. Briefly, the process involves providing 6-bromo-naphthalen-2-ol. Preparing the triflate, or trifluoromethansulfonic acid ester, of 6-bro... Reactants: O=C([O-])[O-], C1CCOC1, COc1ccc(N)cc1, CCOC(=O)c1cnc2ccc(OCC)nc2c1Cl, Cl, [K+], [K+]. Product: Cl, CCOC(=O)c1cnc2ccc(OCC)nc2c1Nc1ccc(OC)cc1. Reaction SMILES: [C:29](=[O:30])([O-:31])[O-:32].[CH2:36]1[O:37][CH2:38][CH2:39][CH2:40]1.[CH3:20][O:21][c:22]1[cH:23][cH:24][c:25]([NH2:26])[cH:27][cH:28]1.[Cl:1][c:2]1[c:3]([C:15](=[O:16])[O:17][CH2:18][CH3:19])[cH:4][n:5][c:6]2[cH:7][cH:8][c:9]([O:12][CH2:13][CH3:14])[n:10][c:11]12.[ClH:35].[K+:33].[K+:34]>>[ClH:1].[c:2]1([NH:26][c:25]2[cH:24][cH:23][c:22]([O:21][CH3:20])[cH:28][cH:27]2)[c:3]([C:15](=[O:16])[O:17][CH2:18][CH3:19])[cH:4][n:5][c:6]2[cH:7][cH:8][c:9]([O:12][CH2:13][CH3:14])[n:10][c:11]12. Product: CCOC(=O)c1ccc(C=C(C)c2cc(OC)c3c(c2)C(C)(C)CC3(C)C)cc1. Reaction SMILES: [Br-:1].[CH2:38]([CH3:39])[O:40][C:41](=[O:42])[c:43]1[cH:44][cH:45][c:46]([CH:47]=[O:48])[cH:49][cH:50]1.[CH3:2][O:3][c:4]1[cH:5][c:6]([CH:17]([CH3:18])[P+:19]([c:20]2[cH:21][cH:22][cH:23][cH:24][cH:25]2)([c:26]2[cH:27][cH:28][cH:29][cH:30][cH:31]2)[c:32]2[cH:33][cH:34][cH:35][cH:36][cH:37]2)[cH:7][c:8]2[c:12]1[C:11]([CH3:13])([CH3:14])[CH2:10][C:9]2([CH3:15])[CH3:16]>>[CH3:2][O:3][c:4]1[cH:5][c:6]([C:17]([CH3:18])=[CH:47][c:46]2[cH:45][cH:44][c:43]([C:41]([O:40][CH2:38][CH3:39])=[O:42])[cH:50][cH:49]2)[cH:7][c:8]2[c:12]1[C:11]([CH3:13])([CH3:14])[CH2:10][C:9]2([CH3:15])[CH3:16]. Starting materials: [Br-], CCOC(=O)c1ccc(C=O)cc1, COc1cc(C(C)[P+](c2ccccc2)(c2ccccc2)c2ccccc2)cc2c1C(C)(C)CC2(C)C.